Dataset: the Open Reaction Database (ORD), a public repository of structured organic reaction records. Task: describe an organic reaction: reactants, conditions, products, and yield Reactants: C1(=CC=CC=C1)SCCCOC=1C=C2CCC(NC2=CC1)=O (6-[3-(phenylmercapto)-propoxy]-3,4-dihydro-carbostyril), OO (hydrogen peroxide). The product is C1(=CC=CC=C1)S(=O)CCCOC=1C=C2CCC(NC2=CC1)=O (6-(3-Phenylsulfinyl-propoxy)-3,4-dihydro-carbostyril). RXN SMILES: [C:1]1([S:7][CH2:8][CH2:9][CH2:10][O:11][C:12]2[CH:13]=[C:14]3[C:19](=[CH:20][CH:21]=2)[NH:18][C:17](=[O:22])[CH2:16][CH2:15]3)[CH:6]=[CH:5][CH:4]=[CH:3][CH:2]=1.[OH:23]O>>[C:1]1([S:7]([CH2:8][CH2:9][CH2:10][O:11][C:12]2[CH:13]=[C:14]3[C:19](=[CH:20][CH:21]=2)[NH:18][C:17](=[O:22])[CH2:16][CH2:15]3)=[O:23])[CH:2]=[CH:3][CH:4]=[CH:5][CH:6]=1. Reported procedure: Prepared analogous to Example 2 from 6-[3-(phenylmercapto)-propoxy]-3,4-dihydro-carbostyril and hydrogen peroxide. Reactants: C(C)(C)(C)C(C(C)(C)C)(CC#CCCC)O (3-tert-butyl-2,2-dimethylnon-5-in-3-ol). Reagents/catalysts: catalyst, [Pd] (palladium on barium sulfate). The solvent is N1=CC=CC=C1 (pyridine). Conditions: time 8 hour. Yields the product C(C)(C)(C)C(C(C)(C)C)(C\C=C/CCC)O ((Z)-3-tert-butyl-2,2-dimethylnon-5-en-3-ol). Isolated yield 99.6%. Reaction SMILES: [C:1]([C:5]([OH:16])([CH2:10][C:11]#[C:12][CH2:13][CH2:14][CH3:15])[C:6]([CH3:9])([CH3:8])[CH3:7])([CH3:4])([CH3:3])[CH3:2]>N1C=CC=CC=1.[Pd]>[C:1]([C:5]([OH:16])([CH2:10]/[CH:11]=[CH:12]\[CH2:13][CH2:14][CH3:15])[C:6]([CH3:7])([CH3:8])[CH3:9])([CH3:3])([CH3:4])[CH3:2]. Reported procedure: 50 mg of a catalyst of 5% palladium on barium sulfate were added at once to a stirred solution of 500 mg (2.23 mmol) 3-tert-butyl-2,2-dimethylnon-5-in-3-ol in 5 ml pyridine. The mixture obtained was degassed three times, exposed to a hydrogen atmosphere and stirred overnight. Subsequently, it was diluted with 100 ml pentane and filtered over silica gel. The silica gel was washed with 100 ml Et2O. The combined organic phases were washed with a copper sulfate solution (5×100 ml), with H2O (100 ml)... Reactants: C(=C)C1=C(C=CC=C1)S(=O)(=O)N (2-ethenylbenzenesulfonamide), C([O-])([O-])=O.[K+].[K+] (potassium carbonate). Run in C(Cl)(Cl)Cl (chloroform). Run at time 4 day. Yields the product O1C(C1)C1=C(C=CC=C1)S(=O)(=O)N (2-(2-Oxiranyl)benzenesulfonamide). RXN SMILES: [CH:1]([C:3]1[CH:8]=[CH:7][CH:6]=[CH:5][C:4]=1[S:9]([NH2:12])(=[O:11])=[O:10])=[CH2:2].C(=O)([O-])[O-:14].[K+].[K+]>C(Cl)(Cl)Cl>[O:14]1[CH2:2][CH:1]1[C:3]1[CH:8]=[CH:7][CH:6]=[CH:5][C:4]=1[S:9]([NH2:12])(=[O:10])=[O:11] |f:1.2.3|. Procedure: A solution consisting of 2-ethenylbenzenesulfonamide (1.5 g, 8.1 mmol) m-chloroperbenzoic acid (1.4 g, 8.1 mmol) and potassium carbonate (1.1 g, 8.1 mmol) in 150 ml of chloroform was stirred for 4 days at room temperature. The reaction was filtered and the filtrate was washed with saturated sodium bicarbonate. The organic layer was separated, dried and concentrated. The resulting oil was flash chromatographed (methylene chloride) to yield the subject compound as a white solid, m.p. 136°-139° C. Starting materials: [Al+3], O=C([O-])O, COc1ccc2c(c1)CCC1C2CCC2(C)C(=O)CC(C)(C)C12, [H-], [H-], [H-], [H-], [Li+], [Na+], C1CCOC1. The product is COc1ccc2c(c1)CCC1C2CCC2(C)C(O)CC(C)(C)C12. RXN SMILES: [Al+3:2].[C:30](=[O:31])([O-:32])[OH:33].[CH3:7][O:8][c:9]1[cH:10][c:11]2[c:24]([cH:25][cH:26]1)[CH:23]1[CH:14]([CH2:13][CH2:12]2)[CH:15]2[C:16]([CH3:28])([CH3:29])[CH2:17][C:18](=[O:27])[C:19]2([CH3:20])[CH2:21][CH2:22]1.[H-:1].[H-:4].[H-:5].[H-:6].[Li+:3].[Na+:34].[O:35]1[CH2:36][CH2:37][CH2:38][CH2:39]1>>[CH3:7][O:8][c:9]1[cH:10][c:11]2[c:24]([cH:25][cH:26]1)[CH:23]1[CH:14]([CH2:13][CH2:12]2)[CH:15]2[C:16]([CH3:28])([CH3:29])[CH2:17][CH:18]([OH:27])[C:19]2([CH3:20])[CH2:21][CH2:22]1. The reactants are N1=C(C=CC=C1)C1(OC1)C1=CC=CC=C1 (2-(2-pyridyl)-2-phenyl oxirane), S-(-)-ethyl nipecotate, CCO (EtOH). Run in CCOC(=O)C (EtOAc). Run at temperature 50 celsius, time 24 hour. Yields the product N1=C(C=CC=C1)C(CN1C[C@H](CCC1)C(=O)OCC)(O)C1=CC=CC=C1 (Ethyl 1-[2-(2-pyridyl)-2-phenyl-2-hydroxyethyl]piperidine-3(S)-carboxylate). Reaction SMILES: [N:1]1[CH:6]=[CH:5][CH:4]=[CH:3][C:2]=1[C:7]1([C:10]2[CH:15]=[CH:14][CH:13]=[CH:12][CH:11]=2)[CH2:9][O:8]1.[CH3:16][CH2:17][OH:18]>CCOC(C)=O>[N:1]1[CH:6]=[CH:5][CH:4]=[CH:3][C:2]=1[C:7]([C:10]1[CH:15]=[CH:14][CH:13]=[CH:12][CH:11]=1)([OH:8])[CH2:9][N:1]1[CH2:2][CH2:3][CH2:4][C@H:16]([C:17]([O:8][CH2:7][CH3:9])=[O:18])[CH2:6]1. Procedure: 2-(2-pyridyl)-2-phenyl oxirane (prepared following the procedure of Example 11, Step F) (0.106 g, 0.537 mmol) and S-(-)-ethyl nipecotate (0.093 g, 0.591 mmol) in EtOH (0.90 mL) were heated at 50° C. in a sealed tube with stirring for 24 hr. The reaction mixture was dissolved in EtOAc, washed with brine, dried (Na2SO4), filtered, and concentrated to dryness to give the title compound. Starting materials: C(CCC)O (1-butanol), C(C(C)C)O (isobutanol), C(C(C)C)O (isobutanol), C(CC)O (1-propanol), O=C[C@H](O)[C@@H](O)[C@H](O)[C@H](O)CO (glucose). Run in CC(CCO)C (3-methyl 1-butanol). Yields the product CC(CO)CC (2-methyl 1-butanol), C1(=CC=CC=C1)CCO (2-phenylethanol), alcohol. RXN SMILES: [CH2:1]([OH:4])[CH2:2][CH3:3].[CH2:5](O)[CH:6](C)C.O=[CH:11][C@@H:12]([C@H:14]([C@@H:16]([C@@H:18]([CH2:20][OH:21])O)O)O)O.[CH2:22](O)[CH2:23]CC>CC(C)CCO>[CH3:3][CH:2]([CH2:5][CH3:6])[CH2:1][OH:4].[C:16]1([CH2:18][CH2:20][OH:21])[CH:23]=[CH:22][CH:11]=[CH:12][CH:14]=1. Reported procedure: The disclosure provides a recombinant microorganism that produces an alcohol selected from the group consisting of: (a) 1-propanol, (b) isobutanol and having a yield of about 0.12 to about 0.41 grams of isobutanol per gram of glucose; (c) 1-butanol, (d) 2-methyl 1-butanol, (e) 3-methyl 1-butanol, and (f) 2-phenylethanol, wherein the alcohol is produced from a metabolite comprising 2-keto acid. In one embodiment, the organism produced less than about 240 mg/L of ethanol at about 112 hrs of cultur...